Dataset: the Open Reaction Database (ORD), a public repository of structured organic reaction records. Task: describe an organic reaction: reactants, conditions, products, and yield Reactants: CC(C)N1CCCC2=CC(=CC=C12)/C(=C/C=O)/C ((E)-3-[1-(1-methylethyl)-1,2,3,4-tetrahydroquinolin-6-yl]-2-butenal), [Na] (sodium), [Na] (sodium), CCOC(=O)/C=C(\C)/CP(=O)(OCC)OCC (triethyl 3-methyl-4-phosphonocrotonate), [Cl-].[NH4+] (ammonium chloride). The solvent is CO (methanol). Conditions: time 30 minute. Product: CC(C)N1CCCC2=CC(=CC=C12)/C(=C/C=C/C(=C/C(=O)OC)/C)/C (Methyl (E,E,E)-7-[1-(1-methylethyl)-1,2,3,4-tetrahydroquinolin-6-yl]-3-methyl-octa-2,4,6-trienoate). Yield: 59.3%. Reaction SMILES: [Na].C[CH2:3][O:4][C:5](/[CH:7]=[C:8](/[CH2:10]P(OCC)(OCC)=O)\[CH3:9])=[O:6].[CH3:19][CH:20]([N:22]1[C:31]2[C:26](=[CH:27][C:28](/[C:32](/[CH3:36])=[CH:33]/[CH:34]=O)=[CH:29][CH:30]=2)[CH2:25][CH2:24][CH2:23]1)[CH3:21].[Cl-].[NH4+]>CO>[CH3:21][CH:20]([N:22]1[C:31]2[C:26](=[CH:27][C:28](/[C:32](/[CH3:36])=[CH:33]/[CH:34]=[CH:10]/[C:8](/[CH3:9])=[CH:7]/[C:5]([O:4][CH3:3])=[O:6])=[CH:29][CH:30]=2)[CH2:25][CH2:24][CH2:23]1)[CH3:19] |f:3.4,^1:0|. Procedure: 56 mg (2.46 mmol) of metallic sodium was added to methanol to prepare a meethanolic solution or sodium meethoxide. This solution was concentrated in a vacuum and suspended in N,N-dimethylformamide, followed by the addition of 560 mg (2.14 mmol) of triethyl 3-methyl-4-phosphonocrotonate under cooling with ice. After 30 minutes, 400 mg (1.64 mmol) of (E)-3-[1-(1-methylethyl)-1,2,3,4-tetrahydroquinolin-6-yl]-2-butenal was added to the mixture obtained above. The mixture thus obtained was stirred fo... Starting materials: CC(C)(C)[Si](C)(C)OCCC1C(CO[Si](C)(C)C(C)(C)C)CC1N=[N+]=[N-], CO. Yields the product CC(C)(C)[Si](C)(C)OCCC1C(N)CC1CO[Si](C)(C)C(C)(C)C. As a reaction SMILES: [CH3:1][C:2]([CH3:3])([CH3:4])[Si:5]([O:6][CH2:7][CH2:8][CH:9]1[CH:10]([N:22]=[N+:23]=[N-:24])[CH2:11][CH:12]1[CH2:13][O:14][Si:15]([CH3:16])([CH3:17])[C:18]([CH3:19])([CH3:20])[CH3:21])([CH3:25])[CH3:26].[CH3:27][OH:28]>>[CH3:1][C:2]([CH3:3])([CH3:4])[Si:5]([O:6][CH2:7][CH2:8][CH:9]1[CH:10]([NH2:22])[CH2:11][CH:12]1[CH2:13][O:14][Si:15]([CH3:16])([CH3:17])[C:18]([CH3:19])([CH3:20])[CH3:21])([CH3:25])[CH3:26]. Starting materials: Cl.N=C(C(C)C)OCC (1-imino-1-ethoxyisobutane hydrochloride), CCOCC (ether), C(C)O (ethanol). Reaction conditions: time 72 hour. The product is C(C)OC(C(C)C)(OCC)OCC (1,1,1-triethoxyisobutane). Isolated yield 42.0%. As a reaction SMILES: Cl.N=[C:3]([O:7][CH2:8][CH3:9])[CH:4]([CH3:6])[CH3:5].[CH2:10]([OH:12])[CH3:11].[CH3:13][CH2:14][O:15]CC>>[CH2:8]([O:7][C:3]([O:15][CH2:14][CH3:13])([O:12][CH2:10][CH3:11])[CH:4]([CH3:6])[CH3:5])[CH3:9] |f:0.1|. Procedure details: To a suspension of 1-imino-1-ethoxyisobutane hydrochloride (610.0 g) in ether (12.5 L) was added ethanol (1940.0 g, 10 mol). The mixture was stirred at 35°-37° C. under N2 for 72 hours. The reaction mixture was filtered, the filtrate was washed with a 10% sodium carbonate solution, followed by a saturated sodium carbonate solution and the organic layer was dried over K2CO3. The organic layer was concentrated in vacuo and the residue was dissolved in ether, filtered and the filtrate was washed su...